Dataset: the Open Reaction Database (ORD), a public repository of structured organic reaction records. Task: describe an organic reaction: reactants, conditions, products, and yield The reactants are [OH-].[Na+] (NaOH), FC(C=1C=CC2=C(C=C(C(O2)C(F)(F)F)C(=O)OCC)C1)F (ethyl 6-difluoromethyl-2-trifluoromethyl-2H-1-benzopyran-3-carboxylate). Solvent: C1CCOC1.CCO.O (THF EtOH H2O). Run at time 60 hour. Yields the product FC(C=1C=CC2=C(C=C(C(O2)C(F)(F)F)C(=O)O)C1)F (6-(Difluoromethyl)-2-(trifluoromethyl)-2H-1-benzopyran-3-carboxylic acid). Isolated yield 60.1%. RXN SMILES: [OH-].[Na+].[F:3][CH:4]([F:24])[C:5]1[CH:6]=[CH:7][C:8]2[O:13][CH:12]([C:14]([F:17])([F:16])[F:15])[C:11]([C:18]([O:20]CC)=[O:19])=[CH:10][C:9]=2[CH:23]=1>C1COCC1.CCO.O>[F:24][CH:4]([F:3])[C:5]1[CH:6]=[CH:7][C:8]2[O:13][CH:12]([C:14]([F:17])([F:15])[F:16])[C:11]([C:18]([OH:20])=[O:19])=[CH:10][C:9]=2[CH:23]=1 |f:0.1,3.4.5|. Reported procedure: Aqueous NaOH (1.31 mL, 3.277 mmol, 2.5 M solution) was added in one portion to the ester (Step 1) (0.880 g, 2.731 mmol) in THF:EtOH:H2O (7:2:1, 10 mL). The resulting solution was stirred for 60 hours. The reaction mixture was partially concentrated in vacuo to remove the organic solvents and was diluted with H2O. The resulting aqueous solution was washed with diethyl ether, sparged with nitrogen to remove trace ether, and acidified with concentrated HCl. The resulting oily suspension was extract... Reactants: CCCCc1nnc(Cl)cc1-c1ccc(OCc2ccccc2)cc1, CCN(CC)CCO, C1CCOC1, [H-], [Na+], O. The product is CCCCc1nnc(OCCN(CC)CC)cc1-c1ccc(OCc2ccccc2)cc1. Reaction SMILES: [CH2:11]([c:12]1[cH:13][cH:14][cH:15][cH:16][cH:17]1)[O:18][c:19]1[cH:20][cH:21][c:22](-[c:25]2[c:26]([CH2:32][CH2:33][CH2:34][CH3:35])[n:27][n:28][c:29]([Cl:31])[cH:30]2)[cH:23][cH:24]1.[CH2:1]([CH3:2])[N:3]([CH2:4][CH2:5][OH:6])[CH2:7][CH3:8].[CH2:37]1[O:38][CH2:39][CH2:40][CH2:41]1.[H-:10].[Na+:9].[OH2:36]>>[CH2:1]([CH3:2])[N:3]([CH2:4][CH2:5][O:6][c:29]1[n:28][n:27][c:26]([CH2:32][CH2:33][CH2:34][CH3:35])[c:25](-[c:22]2[cH:21][cH:20][c:19]([O:18][CH2:11][c:12]3[cH:13][cH:14][cH:15][cH:16][cH:17]3)[cH:24][cH:23]2)[cH:30]1)[CH2:7][CH3:8]. Reactants: CCN(C(C)C)C(C)C, N#Cc1c(Cl)nc(NCCO)nc1NC1CC1, Cl, Fc1ccc(C2CCNCC2)cc1, C1COCCO1. The product is N#Cc1c(NC2CC2)nc(NCCO)nc1N1CCC(c2ccc(F)cc2)CC1. As a reaction SMILES: [CH2:32]([N:33]([CH:34]([CH3:35])[CH3:36])[CH:37]([CH3:38])[CH3:39])[CH3:40].[Cl:1][c:2]1[n:3][c:4]([NH:14][CH2:15][CH2:16][OH:17])[n:5][c:6]([NH:10][CH:11]2[CH2:12][CH2:13]2)[c:7]1[C:8]#[N:9].[ClH:18].[F:19][c:20]1[cH:21][cH:22][c:23]([CH:26]2[CH2:27][CH2:28][NH:29][CH2:30][CH2:31]2)[cH:24][cH:25]1.[O:41]1[CH2:42][CH2:43][O:44][CH2:45][CH2:46]1>>[c:2]1([N:29]2[CH2:28][CH2:27][CH:26]([c:23]3[cH:22][cH:21][c:20]([F:19])[cH:25][cH:24]3)[CH2:31][CH2:30]2)[n:3][c:4]([NH:14][CH2:15][CH2:16][OH:17])[n:5][c:6]([NH:10][CH:11]2[CH2:12][CH2:13]2)[c:7]1[C:8]#[N:9]. Reactants: C(#N)C=1C=CC2=C(CN([C@@H](CN2CCS)CC2=CC=CC=C2)S(=O)(=O)CCC)C1 ((R)-7-Cyano-2,3,4,5-tetrahydro-1-(2-mercaptoethyl)-3-(phenylmethyl)-4-(propylsulfonyl)-1H-1,4-benzodiazepine), C([O-])([O-])=O.[K+].[K+] (potassium carbonate), O (Water). Solvent: CN(C)C=O (DMF). Product: C(#N)C=1C=CC2=C(CN([C@@H](CN2CCN(S(=O)(=O)C)OCC2=CC=CC=C2)CC2=CC=CC=C2)S(=O)(=O)CCC)C1 ((R)-N-[2-[7-Cyano-2,3,4,5-tetrahydro-3-(phenylmethyl)-4-(propylsulfonyl)-1H-1,4-benzodiazepin-1-yl]ethyl]-N(phenylmethoxy)methanesulfonamide). As a reaction SMILES: [C:1]([C:3]1[CH:4]=[CH:5][C:6]2[N:12]([CH2:13][CH2:14]S)[CH2:11][C@@H:10]([CH2:16][C:17]3[CH:22]=[CH:21][CH:20]=[CH:19][CH:18]=3)[N:9]([S:23]([CH2:26][CH2:27][CH3:28])(=[O:25])=[O:24])[CH2:8][C:7]=2[CH:29]=1)#[N:2].[C:30](=[O:33])([O-])[O-].[K+].[K+].[OH2:36]>CN(C=O)C>[C:1]([C:3]1[CH:4]=[CH:5][C:6]2[N:12]([CH2:13][CH2:14][N:9]([O:33][CH2:30][C:3]3[CH:4]=[CH:5][CH:6]=[CH:7][CH:29]=3)[S:23]([CH3:26])(=[O:24])=[O:36])[CH2:11][C@@H:10]([CH2:16][C:17]3[CH:18]=[CH:19][CH:20]=[CH:21][CH:22]=3)[N:9]([S:23]([CH2:26][CH2:27][CH3:28])(=[O:25])=[O:24])[CH2:8][C:7]=2[CH:29]=1)#[N:2] |f:1.2.3|. Procedure details: A mixture of Compound B of Example 27 (95.2 mg, 0.2 mmol) and N-phenylmethoxyl methanesulfamide (44 mg, 0.22 mmol) was stirred with potassium carbonate (69 mg, 0.5 mmol) in DMF (1 mL) at 70-80° C. for 2 hours. Water (10 mL) was added and the precipitates were collected. The solids were dried in vacuo and redissolved in DCM. The DCM solution was filtered and the filtrate solution was concentrated to afford the title compound as a colorless foam, 119.0 mg (100%) MS m/e 597 (M+H)+. Reactants: CC1=CNC2=CC=CC=C12 (3-methylindole), BrN1C(CCC1=O)=O (N-Bromosuccinimide), O (H2O). The solvent is CC(C)(C)O (t-BuOH), C1CCOC1 (THF), C1CCOC1 (THF). Yields the product BrC1(C(NC2=CC=CC=C12)=O)C (3-bromo-3-methyl-2-indolinone). Reaction SMILES: [Br:1]N1C(=O)CCC1=O.[CH3:9][C:10]1[C:18]2[C:13](=[CH:14][CH:15]=[CH:16][CH:17]=2)[NH:12][CH:11]=1.[OH2:19]>C1COCC1.CC(O)(C)C>[Br:1][C:10]1([CH3:9])[C:18]2[C:13](=[CH:14][CH:15]=[CH:16][CH:17]=2)[NH:12][C:11]1=[O:19]. Reported procedure: N-Bromosuccinimide (NBS) (5.42 g, 30.49 mmol) was dissolved in cold THF (100 mL) The resulting THF solution was then added dropwise via addition funnel to a stirring solution of 3-methylindole LXXXIII (2.00 g, 15.25 mmol) in mixed t-BuOH (100 mL) and H2O (1 mL) at rt over a period of one hour. After stirred for an additional hour, the solution was concentrated under reduced pressure and the crude material was directly purified by silica gel column chromatography (EtOAc-hexanes 1:4) to give 3-bro... Solvent: ClCCCl (1,2-dichloroethane), O (water), O1CCCC1 (tetrahydrofuran). RXN SMILES: [NH2:1][C:2]1[N:11]=[C:10]([C:12]([N:14]2[CH2:22][C:21]3[C:16](=[CH:17][CH:18]=[CH:19][CH:20]=3)[CH2:15]2)=[O:13])[C:9]2[C:4](=[CH:5][CH:6]=[C:7]([C:23]3[CH:30]=[C:29]([F:31])[CH:28]=[CH:27][C:24]=3[CH:25]=O)[CH:8]=2)[N:3]=1.[CH3:32][CH:33]1[CH2:37][CH2:36][CH2:35][NH:34]1.C(O)(=O)C.C(O[BH-](OC(=O)C)OC(=O)C)(=O)C.[Na+]>ClCCCl.O1CCCC1.O>[NH2:1][C:2]1[N:11]=[C:10]([C:12]([N:14]2[CH2:15][C:16]3[C:21](=[CH:20][CH:19]=[CH:18][CH:17]=3)[CH2:22]2)=[O:13])[C:9]2[C:4](=[CH:5][CH:6]=[C:7]([C:23]3[CH:30]=[C:29]([F:31])[CH:28]=[CH:27][C:24]=3[CH2:25][N:34]3[CH2:35][CH2:36][CH2:37][CH:33]3[CH3:32])[CH:8]=2)[N:3]=1 |f:3.4|. Starting materials: C(C)(=O)O[BH-](OC(C)=O)OC(C)=O.[Na+] (sodium triacetoxyborohydride), CC1NCCC1 (2-methylpyrrolidine), C(C)(=O)O (acetic acid), NC1=NC2=CC=C(C=C2C(=N1)C(=O)N1CC2=CC=CC=C2C1)C1=C(C=O)C=CC(=C1)F (2-[2-amino-4-(1,3-dihydroisoindole-2-carbonyl)quinazolin-6-yl]-4-fluorobenzaldehyde). Product: NC1=NC2=CC=C(C=C2C(=N1)C(=O)N1CC2=CC=CC=C2C1)C1=C(C=CC(=C1)F)CN1C(CCC1)C ({2-Amino-6-[5-fluoro-2-(2-methylpyrrolidin-1-ylmethyl)phenyl]quinazolin-4-yl}-(1,3-dihydroisoindol-2-yl)methanone). Procedure details: 150 mg of 2-[2-amino-4-(1,3-dihydroisoindole-2-carbonyl)quinazolin-6-yl]-4-fluorobenzaldehyde are dissolved in 2 ml of 1,2-dichloroethane and 2 ml of tetrahydrofuran. 53 μl of 2-methylpyrrolidine and 40 μl of glacial acetic acid are added, and the mixture is stirred at 60° C. for 6 h. After cooling to 25° C., 161 mg of sodium triacetoxyborohydride are added, and the mixture is stirred at 25° C. for a further 12 h. The mixture is poured into water, extracted three times with dichloromethane, and ... Conditions: temperature 60 celsius, time 6 hour. The product is ClC=1C(=C(C=CC1)S(=O)(=O)NC1=CC=CC(=N1)\C=C(\CCC)/OS(=O)(=O)C1=C(C(=CC=C1)Cl)C)C.C(=C)S(=O)(=O)O (vinyl sulfonate 3-chloro-2-methyl-benzenesulfonic acid 1-[1-[6-(3-chloro-2-methyl-benzenesulfonylamino)-pyridin-2-yl]-meth-(Z)-ylidene]-butyl ester). The yield is 11.3%. Reagents/catalysts: CN(C1=CC=NC=C1)C (4-dimethylaminopyridine). Solvent: C(Cl)Cl (CH2Cl2). Reported procedure: 1-(6-Amino-pyridin-2-yl)-pentan-2-one (0.15 g) in CH2Cl2 (5 mL) was treated at RT with 4-dimethylaminopyridine (0.103 g), 3-chloro-2-methyl-benzenesulfonyl chloride (0.208 g) and stirred at RT for 16 h. The mixture was partitioned between cold diluted aqueous HCl and AcOEt, the layers were separated, and the organic layer twice extracted with AcOEt. The combined organic layers were dried over Na2SO4, filtered and evaporated. From the residue was isolated by flash chromatography (heptane/EtOAc 1:... Reaction SMILES: [NH2:1][C:2]1[N:7]=[C:6]([CH2:8][C:9](=[O:13])[CH2:10][CH2:11][CH3:12])[CH:5]=[CH:4][CH:3]=1.[Cl:14][C:15]1[C:16]([CH3:25])=[C:17]([S:21](Cl)(=[O:23])=[O:22])[CH:18]=[CH:19][CH:20]=1>C(Cl)Cl.CN(C)C1C=CN=CC=1>[Cl:14][C:15]1[C:16]([CH3:25])=[C:17]([S:21]([NH:1][C:2]2[N:7]=[C:6](/[CH:8]=[C:9](\[O:13][S:21]([C:17]3[CH:18]=[CH:19][CH:20]=[C:15]([Cl:14])[C:16]=3[CH3:25])(=[O:22])=[O:23])/[CH2:10][CH2:11][CH3:12])[CH:5]=[CH:4][CH:3]=2)(=[O:23])=[O:22])[CH:18]=[CH:19][CH:20]=1.[CH:17]([S:21]([OH:23])(=[O:13])=[O:22])=[CH2:18] |f:4.5|. Starting materials: NC1=CC=CC(=N1)CC(CCC)=O (1-(6-Amino-pyridin-2-yl)-pentan-2-one), ClC=1C(=C(C=CC1)S(=O)(=O)Cl)C (3-chloro-2-methyl-benzenesulfonyl chloride). Conditions: time 16 hour.